This data is from the Open Reaction Database (ORD), a public repository of structured organic reaction records. The task is: describe an organic reaction: reactants, conditions, products, and yield Starting materials: CN1C(CCC1)=O (N-methylpyrrolidone), FC1=NC(=C(C(=C1F)C)F)F (2,3,5,6-tetrafluoro-4-methylpyridine), C(C1=CC=CC=C1)N (benzylamine). Solvent: C(Cl)(Cl)Cl (chloroform). Conditions: temperature 80 celsius, time 2 hour. Product: C(C1=CC=CC=C1)NC1=NC(=C(C(=C1F)C)F)F (2-benzylamino-3,5,6-trifluoro-4-methylpyridine). RXN SMILES: CN1CCCC1=O.F[C:9]1[C:14]([F:15])=[C:13]([CH3:16])[C:12]([F:17])=[C:11]([F:18])[N:10]=1.[CH2:19]([NH2:26])[C:20]1[CH:25]=[CH:24][CH:23]=[CH:22][CH:21]=1>C(Cl)(Cl)Cl>[CH2:19]([NH:26][C:9]1[C:14]([F:15])=[C:13]([CH3:16])[C:12]([F:17])=[C:11]([F:18])[N:10]=1)[C:20]1[CH:25]=[CH:24][CH:23]=[CH:22][CH:21]=1. Reported procedure: To 2 ml of N-methylpyrrolidone were added 1.65 g of 2,3,5,6-tetrafluoro-4-methylpyridine and 2.30 g of benzylamine, and the mixture was stirred at 80° C. for 2 hours and allowed to cool. After adding 25 ml of chloroform, the mixture was washed three times with 300 ml of distilled water. The chloroform layer was dried over anhydrous magnesium sulfate and concentrated under reduced pressure to obtain the title compound in crude form. The solvent is O1CCCC1 (tetrahydrofuran), O1CCCC1 (tetrahydrofuran). The reactants are Cl (hydrochloric acid), O (water), C(CC)N(C(CC1=CC(=C(C=C1)OCC1=CC=CC=C1)N)=O)CCC (2-(3-amino-4-benzyloxyphenyl)acetic acid dipropylamide), one-molar solution, B (borane). Reaction SMILES: [CH2:1]([N:4]([CH2:23][CH2:24][CH3:25])[C:5](=O)[CH2:6][C:7]1[CH:12]=[CH:11][C:10]([O:13][CH2:14][C:15]2[CH:20]=[CH:19][CH:18]=[CH:17][CH:16]=2)=[C:9]([NH2:21])[CH:8]=1)[CH2:2][CH3:3].B.[ClH:27].O>O1CCCC1>[ClH:27].[ClH:27].[CH2:14]([O:13][C:10]1[CH:11]=[CH:12][C:7]([CH2:6][CH2:5][N:4]([CH2:1][CH2:2][CH3:3])[CH2:23][CH2:24][CH3:25])=[CH:8][C:9]=1[NH2:21])[C:15]1[CH:20]=[CH:19][CH:18]=[CH:17][CH:16]=1 |f:5.6.7|. Product: Cl.Cl.C(C1=CC=CC=C1)OC1=C(N)C=C(C=C1)CCN(CCC)CCC (2-benzyloxy-5-(2-dipropylaminoethyl)aniline, dihydrochloride). Procedure: A solution of 13.9 g of 2-(3-amino-4-benzyloxyphenyl)acetic acid dipropylamide in 65 ml of tetrahydrofuran is added dropwise under a nitrogen atmosphere into 12 ml of a one-molar solution of borane in tetrahydrofuran, cooled to +5° C., during a period of 20 minutes. Subsequently, the mixture is agitated for 4 hours at room temperature and refluxed for 22 hours. The mixture is combined with semiconcentrated hydrochloric acid and water and the tetrahydrofuran is distilled off. The aqueous solution... Run at time 4 hour. The reactants are CON(C(=O)C=1C(=NC(=CC1)C(F)(F)F)C)C (N-methoxy-N-methyl-2-methyl-6-trifluoromethyl-3-pyridinecarboxamide), [H-].[Al+3].[Li+].[H-].[H-].[H-] (lithium aluminum hydride). The solvent is C1CCOC1 (THF). Conditions: temperature -10 celsius, time 15 minute. Product: CC1=NC(=CC=C1C=O)C(F)(F)F (2-methyl-6-trifluoromethyl-3-pyridinecarboxaldehyde). RXN SMILES: CON(C)[C:4]([C:6]1[C:7]([CH3:16])=[N:8][C:9]([C:12]([F:15])([F:14])[F:13])=[CH:10][CH:11]=1)=[O:5].[H-].[Al+3].[Li+].[H-].[H-].[H-]>C1COCC1>[CH3:16][C:7]1[C:6]([CH:4]=[O:5])=[CH:11][CH:10]=[C:9]([C:12]([F:14])([F:13])[F:15])[N:8]=1 |f:1.2.3.4.5.6|. Reported procedure: To a cooled (−78° C.) solution of N-methoxy-N-methyl-2-methyl-6-trifluoromethyl-3-pyridinecarboxamide (615 mg, 2.48 mmol) in THF (10 mL) was added lithium aluminum hydride (LAH, 1 N/THF, 1.23 mL). The mixture was stirred for 15 minutes, and then warmed to −10° C. After additional stirring for 30 minutes, the mixture was quenched with saturated potassium hydrogen sulfate solution (1 mL) and extracted with diethyl ether. The organic layer was dried over anhydrous magnesium sulfate, filtered, and c... Reactants: [Na+].ClC=1C=C(C(C(=O)[O-])=CC1)C(=O)O (4-chlorophthalic acid monosodium salt). Solvent: S(=O)(Cl)Cl (thionyl chloride). Product: ClC=1C=C2C(C(=O)OC2=O)=CC1 (4-chlorophthalic anhydride). Yield: 64.3%. RXN SMILES: [Na+].[Cl:2][C:3]1[CH:4]=[C:5]([C:12]([OH:14])=[O:13])[C:6](=[CH:10][CH:11]=1)[C:7]([O-:9])=O>S(Cl)(Cl)=O>[Cl:2][C:3]1[CH:4]=[C:5]2[C:12](=[O:13])[O:14][C:7](=[O:9])[C:6]2=[CH:10][CH:11]=1 |f:0.1|. Procedure details: The mixture of commercial 4-chlorophthalic acid monosodium salt (40 g) and thionyl chloride (50 ml) was stirred under reflux for 2 h. From the resulting viscous mass all volatiles were removed at the water aspirator. The residue was heated with benzene (150 ml) and the still hot slurry was filtered by suction. The filter cake was washed twice with benzene (50 ml) and the filtrate was concentrated in vacuo to give a yellowish solid. The crude was recrystallised from n-hexane/benzene 3:1 (filtrati... Run at temperature 120 celsius. Procedure details: To a solution of 1-(3-(4-chlorophenyl)isoxazol-5-yl)ethanamine (610 mg, 2.74 mmol) and (R)-4-((R)-1-(tert-butoxy)ethyl)-3-(2-fluoropyrimidin-4-yl)oxazolidin-2-one (774 mg, 2.74 mmol) in DMSO (5 ml) was added N-ethyl-N-isopropylpropan-2-amine (2 eq, 0.96 mL, 5.48 mmol) and heated in a microwave at 120° C. for 2 hours. Dilute with EtOAc (50 ml), wash with water (50 ml), brine (50 ml), concentrate in vacuo. Flash column chromatography (silica, 40 g) eluting w/0-25% EtOAc/DCM afforded 500 mg of whit... Solvent: CCOC(=O)C (EtOAc), CS(=O)C (DMSO). Product: C(C)(C)(C)O[C@H](C)[C@@H]1N(C(OC1)=O)C1=NC(=NC=C1)NC(C)C1=CC(=NO1)C1=CC=C(C=C1)Cl ((4R)-4-((R)-1-(tert-butoxy)ethyl)-3-(2-((1-(3-(4-chlorophenyl)isoxazol-5-yl)ethyl)amino)pyrimidin-4-yl)oxazolidin-2-one). The yield is 37.6%. Starting materials: ClC1=CC=C(C=C1)C1=NOC(=C1)C(C)N (1-(3-(4-chlorophenyl)isoxazol-5-yl)ethanamine), C(C)(C)(C)O[C@H](C)[C@@H]1N(C(OC1)=O)C1=NC(=NC=C1)F ((R)-4-((R)-1-(tert-butoxy)ethyl)-3-(2-fluoropyrimidin-4-yl)oxazolidin-2-one), C(C)N(C(C)C)C(C)C (N-ethyl-N-isopropylpropan-2-amine). Reaction SMILES: [Cl:1][C:2]1[CH:7]=[CH:6][C:5]([C:8]2[CH:12]=[C:11]([CH:13]([NH2:15])[CH3:14])[O:10][N:9]=2)=[CH:4][CH:3]=1.[C:16]([O:20][C@@H:21]([C@H:23]1[CH2:27][O:26][C:25](=[O:28])[N:24]1[C:29]1[CH:34]=[CH:33][N:32]=[C:31](F)[N:30]=1)[CH3:22])([CH3:19])([CH3:18])[CH3:17].C(N(C(C)C)C(C)C)C>CS(C)=O.CCOC(C)=O>[C:16]([O:20][C@@H:21]([C@H:23]1[CH2:27][O:26][C:25](=[O:28])[N:24]1[C:29]1[CH:34]=[CH:33][N:32]=[C:31]([NH:15][CH:13]([C:11]2[O:10][N:9]=[C:8]([C:5]3[CH:4]=[CH:3][C:2]([Cl:1])=[CH:7][CH:6]=3)[CH:12]=2)[CH3:14])[N:30]=1)[CH3:22])([CH3:17])([CH3:18])[CH3:19]. Starting materials: C(#N)CCNC1=CC=CC=C1 (N-(2-cyanoethyl)-aniline), C1(CC1)C(=O)NC=1C=C(C=CC1)OC(=O)Cl (chloroformic acid-[3-(cyclopropylcarbonylamino)-phenyl]-ester). The solvent is C(C)#N (acetonitrile). Conditions: time 8 hour. Product: C1(CC1)C(=O)NC=1C=C(C=CC1)OC(N(C1=CC=CC=C1)CCC#N)=O (N-(2-cyanoethyl)-carbanilic acid-[3-(cyclopropylcarbonylamino)-phenyl]-ester). As a reaction SMILES: [C:1]([CH2:3][CH2:4][NH:5][C:6]1[CH:11]=[CH:10][CH:9]=[CH:8][CH:7]=1)#[N:2].[CH:12]1([C:15]([NH:17][C:18]2[CH:19]=[C:20]([O:24][C:25](Cl)=[O:26])[CH:21]=[CH:22][CH:23]=2)=[O:16])[CH2:14][CH2:13]1>C(#N)C>[CH:12]1([C:15]([NH:17][C:18]2[CH:19]=[C:20]([O:24][C:25](=[O:26])[N:5]([CH2:4][CH2:3][C:1]#[N:2])[C:6]3[CH:11]=[CH:10][CH:9]=[CH:8][CH:7]=3)[CH:21]=[CH:22][CH:23]=2)=[O:16])[CH2:13][CH2:14]1. Procedure details: 29.2 g N-(2-cyanoethyl)-aniline is dissolved in 200 ml acetonitrile and then reacted with 23.97 g chloroformic acid-[3-(cyclopropylcarbonylamino)-phenyl]-ester with stirring, with which the temperature of the solution rises to about 35° C. After standing overnight the solvent is removed under vacuum, The remaining oily residue is treated with water, the water is decanted and the oil brought to crystallization with a 1:1 mixture of isopropyl ether/isopropanol. The crystallizate is finally recryst... The reactants are CC(C)(C)OC(=O)N1CCC(c2ccc(OC(F)(F)F)cc2)CC1, CO, CO, Cl. The product is FC(F)(F)Oc1ccc(C2CCNCC2)cc1. Reaction SMILES: [C:1]([O:2][C:3](=[O:4])[N:8]1[CH2:9][CH2:10][CH:11]([c:14]2[cH:15][cH:16][c:17]([O:20][C:21]([F:22])([F:23])[F:24])[cH:18][cH:19]2)[CH2:12][CH2:13]1)([CH3:5])([CH3:6])[CH3:7].[CH3:26][OH:27].[CH3:28][OH:29].[ClH:25]>>[NH:8]1[CH2:9][CH2:10][CH:11]([c:14]2[cH:15][cH:16][c:17]([O:20][C:21]([F:22])([F:23])[F:24])[cH:18][cH:19]2)[CH2:12][CH2:13]1. The reactants are Cl.COC=1C=C(C=CC1OC)C=1C(C(N(N1)C1CCNCC1)=O)(C)C (5-(3,4-dimethoxyphenyl)-4,4-dimethyl-2-(piperidin-4-yl)-2,4-dihydro-3H-pyrazol-3-one hydrochloride), Cl.COC=1C=C(C=CC1OC)C=1C(C(N(N1)C1CCNCC1)=O)(C)C (5-(3,4-dimethoxyphenyl)-4,4-dimethyl-2-(piperidin-4-yl)-2,4-dihydro-3H-pyrazol-3-one hydrochloride), BrC=1C=CC=C2C=CC=C(C12)C(=O)Cl (8-bromonaphthalene-1-carbonyl chloride). Product: BrC=1C=CC=C2C=CC=C(C12)C(=O)N1CCC(CC1)N1N=C(C(C1=O)(C)C)C1=CC(=C(C=C1)OC)OC (2-{1-[(8-Bromonaphthalen-1-yl)carbonyl]piperidin-4-yl}-5-(3,4-dimethoxyphenyl)-4,4-dimethyl-2,4-dihydro-3H-pyrazol-3-one). As a reaction SMILES: Cl.[CH3:2][O:3][C:4]1[CH:5]=[C:6]([C:12]2[C:13]([CH3:25])([CH3:24])[C:14](=[O:23])[N:15]([CH:17]3[CH2:22][CH2:21][NH:20][CH2:19][CH2:18]3)[N:16]=2)[CH:7]=[CH:8][C:9]=1[O:10][CH3:11].[Br:26][C:27]1[CH:28]=[CH:29][CH:30]=[C:31]2[C:36]=1[C:35]([C:37](Cl)=[O:38])=[CH:34][CH:33]=[CH:32]2>>[Br:26][C:27]1[CH:28]=[CH:29][CH:30]=[C:31]2[C:36]=1[C:35]([C:37]([N:20]1[CH2:21][CH2:22][CH:17]([N:15]3[C:14](=[O:23])[C:13]([CH3:25])([CH3:24])[C:12]([C:6]4[CH:7]=[CH:8][C:9]([O:10][CH3:11])=[C:4]([O:3][CH3:2])[CH:5]=4)=[N:16]3)[CH2:18][CH2:19]1)=[O:38])=[CH:34][CH:33]=[CH:32]2 |f:0.1|. Reported procedure: The title compound is prepared analogously as described for GP1 using 5-(3,4-dimethoxyphenyl)-4,4-dimethyl-2-(piperidin-4-yl)-2,4-dihydro-3H-pyrazol-3-one hydrochloride (compound B1*HCl) and 8-bromonaphthalene-1-carbonyl chloride as starting compounds. The crude product is purified by crystallization from EA and diethyl ether to yield the title compound. Reactants: CCO, Cl, c1ccc(-c2ncc(-c3cn(C(c4ccccc4)(c4ccccc4)c4ccccc4)cn3)cn2)cc1. The product is c1ccc(-c2ncc(-c3c[nH]cn3)cn2)cc1. As a reaction SMILES: [CH3:38][CH2:39][OH:40].[ClH:37].[c:1]1(-[c:7]2[n:8][cH:9][c:10](-[c:13]3[n:14][cH:15][n:16]([C:18]([c:19]4[cH:20][cH:21][cH:22][cH:23][cH:24]4)([c:25]4[cH:26][cH:27][cH:28][cH:29][cH:30]4)[c:31]4[cH:32][cH:33][cH:34][cH:35][cH:36]4)[cH:17]3)[cH:11][n:12]2)[cH:2][cH:3][cH:4][cH:5][cH:6]1>>[c:1]1(-[c:7]2[n:8][cH:9][c:10](-[c:13]3[n:14][cH:15][nH:16][cH:17]3)[cH:11][n:12]2)[cH:2][cH:3][cH:4][cH:5][cH:6]1. The reactants are N1(N=NC=C1)CC(=O)O (2-(1H-1,2,3-triazol-1-yl)acetic acid), FC=1C=C(C[C@@H]2C[C@H](NC2)C(=O)NC2=CC=C(C=C2)OC2=CC=C(C=C2)F)C=CC1F ((2S,4R)-4-(3,4-difluorobenzyl)-N-(4-(4-fluorophenoxy)phenyl)pyrrolidine-2-carboxamide). As a reaction SMILES: [N:1]1([CH2:6][C:7]([OH:9])=O)[CH:5]=[CH:4][N:3]=[N:2]1.[F:10][C:11]1[CH:12]=[C:13]([CH:37]=[CH:38][C:39]=1[F:40])[CH2:14][C@H:15]1[CH2:19][NH:18][C@H:17]([C:20]([NH:22][C:23]2[CH:28]=[CH:27][C:26]([O:29][C:30]3[CH:35]=[CH:34][C:33]([F:36])=[CH:32][CH:31]=3)=[CH:25][CH:24]=2)=[O:21])[CH2:16]1>>[N:1]1([CH2:6][C:7]([N:18]2[CH2:19][C@H:15]([CH2:14][C:13]3[CH:37]=[CH:38][C:39]([F:40])=[C:11]([F:10])[CH:12]=3)[CH2:16][C@H:17]2[C:20]([NH:22][C:23]2[CH:28]=[CH:27][C:26]([O:29][C:30]3[CH:31]=[CH:32][C:33]([F:36])=[CH:34][CH:35]=3)=[CH:25][CH:24]=2)=[O:21])=[O:9])[CH:5]=[CH:4][N:3]=[N:2]1. Yields the product Compound 226, N1(N=NC=C1)CC(=O)N1[C@@H](C[C@H](C1)CC1=CC(=C(C=C1)F)F)C(=O)NC1=CC=C(C=C1)OC1=CC=C(C=C1)F ((2S,4R)-1-(2-(1H-1,2,3-triazol-1-yl)acetyl)-4-(3,4-difluorobenzyl)-N-(4-(4-fluorophenoxy)phenyl)pyrrolidine-2-carboxamide). Reported procedure: Proceeding as in Example 1, but substituting 2-(1H-1,2,3-triazol-1-yl)acetic acid and (2S,4R)-4-(3,4-difluorobenzyl)-N-(4-(4-fluorophenoxy)phenyl)pyrrolidine-2-carboxamide, gave Compound 226, (2S,4R)-1-(2-(1H-1,2,3-triazol-1-yl)acetyl)-4-(3,4-difluorobenzyl)-N-(4-(4-fluorophenoxy)phenyl)pyrrolidine-2-carboxamide. Major isomer: 1H-NMR (400 MHz, DMSO-D6): σ 9.97 (s, 1H), 8.00 (s, 1H), 7.72 (s, 1H), 7.56 (d, 2H), 7.42-7.31 (m, 2H), 7.24-7.06 (m, 3H), 7.04-6.91 (m, 4H), 5.44 (q, 2H), 4.55-4.49 (m, 1...